From a dataset of the Open Reaction Database (ORD), a public repository of structured organic reaction records. describe an organic reaction: reactants, conditions, products, and yield The reactants are [BH3-]C#N, COC(=O)C(C)(C=O)NC(=O)OC(C)(C)C, CC(=O)O, CO, Nc1ccc(F)cc1, [Na+]. The product is COC(=O)C(C)(CNc1ccc(F)cc1)NC(=O)OC(C)(C)C. RXN SMILES: [C:29]([BH3-:30])#[N:31].[CH3:1][O:2][C:3]([C:4]([CH:5]=[O:6])([CH3:7])[NH:8][C:9](=[O:10])[O:11][C:12]([CH3:13])([CH3:14])[CH3:15])=[O:16].[CH3:25][C:26](=[O:27])[OH:28].[CH3:33][OH:34].[NH2:17][c:18]1[cH:19][cH:20][c:21]([F:22])[cH:23][cH:24]1.[Na+:32]>>[CH3:1][O:2][C:3]([C:4]([CH2:5][NH:17][c:18]1[cH:19][cH:20][c:21]([F:22])[cH:23][cH:24]1)([CH3:7])[NH:8][C:9](=[O:10])[O:11][C:12]([CH3:13])([CH3:14])[CH3:15])=[O:16]. Starting materials: C(C)(C)N(C(C)C)CC (N,N-diisopropylethylamine), C1=CC=C2C(=C1)N=NN2O.O (HOBt hydrate), ClC=1C(=NC=CN1)NCC=1C=C2N=C(C=NC2=CC1)C1=CC=CC=C1 ((3-Chloropyrazin-2-yl)(3-phenylquinoxalin-6-yl)methyl-amine), C1(CCC1)C(=O)O (cyclobutanecarboxylic acid), C(Cl)Cl (DCM), C(Cl)Cl (DCM). Run in C(CCl)Cl (EDC). Run at time 24 hour. Yields the product ClC=1C(=NC=CN1)C(NC(=O)C1CCC1)C=1C=C2N=C(C=NC2=CC1)C1=CC=CC=C1 (N-[(3-Chloropyrazin-2-yl)(3-phenylquinoxalin-6-yl)methyl]cyclobutanecarboxamide). As a reaction SMILES: ClC1C([NH:8][CH2:9][C:10]2[CH:11]=[C:12]3[C:17](=[CH:18][CH:19]=2)[N:16]=[CH:15][C:14]([C:20]2[CH:25]=[CH:24][CH:23]=[CH:22][CH:21]=2)=[N:13]3)=NC=CN=1.[CH:26]1([C:30]([OH:32])=O)[CH2:29][CH2:28][CH2:27]1.C1C=[C:37]2[N:39]=N[N:41](O)[C:36]2=CC=1.O.C(N([CH2:51][CH3:52])C(C)C)(C)C.C(Cl)[Cl:54]>C(Cl)CCl>[Cl:54][C:51]1[C:52]([CH:9]([C:10]2[CH:19]=[C:18]3[C:17](=[CH:12][CH:11]=2)[N:16]=[CH:15][C:14]([C:20]2[CH:25]=[CH:24][CH:23]=[CH:22][CH:21]=2)=[N:13]3)[NH:8][C:30]([CH:26]2[CH2:27][CH2:28][CH2:29]2)=[O:32])=[N:41][CH:36]=[CH:37][N:39]=1 |f:2.3|. Reported procedure: (3-Chloropyrazin-2-yl)(3-phenylquinoxalin-6-yl)methyl-amine (106 mg, 0.30 mmol) and cyclobutanecarboxylic acid (51 mg, 0.46 mmol) were dissolved in DCM (10 mL). EDC (93 mg, 0.49 mmo) and HOBt hydrate (62 mg, 0.46 mmol) were added in sequence followed by N,N-diisopropylethylamine (0.15 mL, 0.83 mmol). The reaction was stirred at rt under Ar for 24 h then evaporated to dryness and purified by flash chromatography (0-1.5% MeOH in DCM) to afford a reddish oil. The material was dissolved in DCM (50 m... The reactants are C(C1=CC=CC=C1)N1CCC(CC1)(CCCC1=CC=CC=C1)O (1-benzyl-4-hydroxy-4-(3-phenylpropyl)piperidine). The reagents and catalysts are [OH-].[OH-].[Pd+2] (Pd(OH)2). Run in CO (MeOH). Reaction conditions: time 24 hour. Yields the product OC1(CCNCC1)CCCC1=CC=CC=C1 (4-Hydroxy-4-(3-phenylpropyl)piperidine). As a reaction SMILES: C([N:8]1[CH2:13][CH2:12][C:11]([OH:23])([CH2:14][CH2:15][CH2:16][C:17]2[CH:22]=[CH:21][CH:20]=[CH:19][CH:18]=2)[CH2:10][CH2:9]1)C1C=CC=CC=1>CO.[OH-].[OH-].[Pd+2]>[OH:23][C:11]1([CH2:14][CH2:15][CH2:16][C:17]2[CH:18]=[CH:19][CH:20]=[CH:21][CH:22]=2)[CH2:12][CH2:13][NH:8][CH2:9][CH2:10]1 |f:2.3.4|. Reported procedure: A mixture of 3.3 g (10.7 mmol) of 1-benzyl-4-hydroxy-4-(3-phenylpropyl)piperidine and 0.5 g of Pd(OH)2 (Pearlman's catalyst) in 80 mL of MeOH was hydrogenated at 50 psi for 24 h. The reaction mixture was filtered through a thin pad of celite and concentrated to give the title compound. Isolated yield 100.0%. Procedure: 4 M HCl in 1,4-dioxane (6 mL, 24 mmol) was added to a solution of 1-(1-(benzyloxycarbonyl)piperidin-4-yl) 4-tert-butyl 2-((pyridin-3-yloxy)methyl)piperazine-1,4-dicarboxylate (88.8 mg, 0.160 mmol) in MeOH (1 mL). After 1 h, the reaction mixture was concentrated under reduced pressure, yielding 84.4 mg (100%) of the desired product as a white solid. LC-MS: RT=4.94 min, [M+H]+=455.2. RXN SMILES: [ClH:1].O1CCOCC1.[N:8]1[CH:13]=[CH:12][CH:11]=[C:10]([O:14][CH2:15][CH:16]2[CH2:21][N:20](C(OC(C)(C)C)=O)[CH2:19][CH2:18][N:17]2[C:29]([O:31][CH:32]2[CH2:37][CH2:36][N:35]([C:38]([O:40][CH2:41][C:42]3[CH:47]=[CH:46][CH:45]=[CH:44][CH:43]=3)=[O:39])[CH2:34][CH2:33]2)=[O:30])[CH:9]=1>CO>[ClH:1].[ClH:1].[N:8]1[CH:13]=[CH:12][CH:11]=[C:10]([O:14][CH2:15][CH:16]2[CH2:21][NH:20][CH2:19][CH2:18][N:17]2[C:29]([O:31][CH:32]2[CH2:37][CH2:36][N:35]([C:38]([O:40][CH2:41][C:42]3[CH:47]=[CH:46][CH:45]=[CH:44][CH:43]=3)=[O:39])[CH2:34][CH2:33]2)=[O:30])[CH:9]=1 |f:4.5.6|. The product is Cl.Cl.N1=CC(=CC=C1)OCC1N(CCNC1)C(=O)OC1CCN(CC1)C(=O)OCC1=CC=CC=C1 (1-(benzyloxycarbonyl)piperidin-4-yl 2-((pyridin-3-yloxy)methyl)piperazine-1-carboxylate dihydrochloride). Reactants: Cl (HCl), O1CCOCC1 (1,4-dioxane), N1=CC(=CC=C1)OCC1N(CCN(C1)C(=O)OC(C)(C)C)C(=O)OC1CCN(CC1)C(=O)OCC1=CC=CC=C1 (1-(1-(benzyloxycarbonyl)piperidin-4-yl) 4-tert-butyl 2-((pyridin-3-yloxy)methyl)piperazine-1,4-dicarboxylate). Reaction conditions: time 1 hour. Run in CO (MeOH). Starting materials: NC=1C(=CSC1)C(=O)OC (Methyl 4-aminothiophene-3-carboxylate), BrCCCCN=C=O (4-bromobutylisocyanate). Solvent: C1(=CC=CC=C1)C (toluene). Yields the product BrCCCCNC(=O)NC1=CSC=C1C(=O)OC (N-(4-bromobutyl)-N'-(4-carbomethoxythien-3-yl] urea). RXN SMILES: [NH2:1][C:2]1[C:3]([C:7]([O:9][CH3:10])=[O:8])=[CH:4][S:5][CH:6]=1.[Br:11][CH2:12][CH2:13][CH2:14][CH2:15][N:16]=[C:17]=[O:18]>C1(C)C=CC=CC=1>[Br:11][CH2:12][CH2:13][CH2:14][CH2:15][NH:16][C:17]([NH:1][C:2]1[C:3]([C:7]([O:9][CH3:10])=[O:8])=[CH:4][S:5][CH:6]=1)=[O:18]. Procedure: Methyl 4-aminothiophene-3-carboxylate was reacted with one equivalent of 4-bromobutylisocyanate in toluene at room temperature for 12 hours to produce N-(4-bromobutyl)-N'-(4-carbomethoxythien-3-yl] urea as a tan solid, mp 85°-86° C. The reactants are C1(=CC=CC=C1)C(C(=O)O)(C1=CC=CC=C1)C1=CC=CC=C1 (triphenylacetic acid), NCCCN1CCC(CC1)C=1C=C(C=CC1C)NC(C(C)C)=O (N-{3-[1-(3-aminopropyl)-4-piperidinyl]-4-methylphenyl}-2-methylpropanamide). Product: CC(C(=O)NC1=CC(=C(C=C1)C)C1CCN(CC1)CCCNC(C(C1=CC=CC=C1)(C1=CC=CC=C1)C1=CC=CC=C1)=O)C (2-METHYL-N-[4-METHYL-3-(1-{3-[(TRIPHENYLACETYL)AMINO]PROPYL}-4-PIPERIDINYL)PHENYL]PROPANAMIDE). Reaction SMILES: [C:1]1([C:7]([C:17]2[CH:22]=[CH:21][CH:20]=[CH:19][CH:18]=2)([C:11]2[CH:16]=[CH:15][CH:14]=[CH:13][CH:12]=2)[C:8](O)=[O:9])[CH:6]=[CH:5][CH:4]=[CH:3][CH:2]=1.[NH2:23][CH2:24][CH2:25][CH2:26][N:27]1[CH2:32][CH2:31][CH:30]([C:33]2[CH:34]=[C:35]([NH:40][C:41](=[O:45])[CH:42]([CH3:44])[CH3:43])[CH:36]=[CH:37][C:38]=2[CH3:39])[CH2:29][CH2:28]1>>[CH3:44][CH:42]([CH3:43])[C:41]([NH:40][C:35]1[CH:36]=[CH:37][C:38]([CH3:39])=[C:33]([CH:30]2[CH2:31][CH2:32][N:27]([CH2:26][CH2:25][CH2:24][NH:23][C:8](=[O:9])[C:7]([C:1]3[CH:6]=[CH:5][CH:4]=[CH:3][CH:2]=3)([C:17]3[CH:18]=[CH:19][CH:20]=[CH:21][CH:22]=3)[C:11]3[CH:12]=[CH:13][CH:14]=[CH:15][CH:16]=3)[CH2:28][CH2:29]2)[CH:34]=1)=[O:45]. Procedure details: Example 94 was prepared from triphenylacetic acid and N-{3-[1-(3-aminopropyl)-4-piperidinyl]-4-methylphenyl}-2-methylpropanamide according to the procedures described in Scheme 10: 1H NMR (400 MHz, CDCl3) δ 7.39 (dd, 1H, J=1.6, 8.0 Hz), 7.35–7.27 (m, 15H), 7.22–7.20 (m, 2H), 7.09 (d, 1H, J=8.0 Hz), 6.25 (br s, 1H), 3.45 (dd, 2H, J=6.8, 12.4 Hz), 2.90 (d, 2H, J=10.8 Hz), 2.63 (m, 1H), 2.52 (m, 1H), 2.33–2.29 (m, 2H), 2.28 (s, 3H), 1.97 (t, 2H, J=10.0 Hz), 1.72–1.57 (m, 6H), 1.27 (d, 6H, J=6.8 Hz)... Reactants: CCCCCCCCCCCc1nc(CO)c(CO)[nH]1, CCO, O=C1CCC(=O)N1Cl. Yields the product CCCCCCCCCCCc1nc(Cl)c(CO)[nH]1. As a reaction SMILES: [CH2:9]([CH2:10][CH2:11][CH2:12][CH2:13][CH2:14][CH2:15][CH2:16][CH2:17][CH2:18][CH3:19])[c:20]1[nH:21][c:22]([CH2:27][OH:28])[c:23]([CH2:25][OH:26])[n:24]1.[CH3:29][CH2:30][OH:31].[Cl:1][N:2]1[C:3](=[O:4])[CH2:5][CH2:6][C:7]1=[O:8]>>[Cl:1][c:23]1[c:22]([CH2:27][OH:28])[nH:21][c:20]([CH2:9][CH2:10][CH2:11][CH2:12][CH2:13][CH2:14][CH2:15][CH2:16][CH2:17][CH2:18][CH3:19])[n:24]1.